From a dataset of the Open Reaction Database (ORD), a public repository of structured organic reaction records. describe an organic reaction: reactants, conditions, products, and yield Starting materials: C1(=CC=CC=C1)S(=O)(=O)N1C(=C2C=3C(=CC(=CC13)Cl)CCC2CC(NC2=C(C=C(C=C2)CNC(=O)OC(C)(C)C)OCC(=O)OC(C)(C)C)=O)C(=O)OC (methyl 1-benzenesulfonyl-7-chloro-3-[p-tert-butoxycarbonylaminomethyl-o-(tert-butoxycarbonylmethoxy)phenylcarbamoylmethyl]-1,3,4,5-tetrahydrobenz[cd]indole-2-carboxylate), CO (MeOH), [Li+].[OH-] (LiOH), OS(=O)(=O)[O-].[K+] (KHSO4). Run in C1CCOC1 (THF). Conditions: time 17 hour. The product is ClC=1C=C2C=3C(=C(NC3C1)C(=O)O)C(CC2)CC(NC2=C(C=C(C=C2)CNC(=O)OC(C)(C)C)OCC(=O)O)=O (7-Chloro-3-[p-tert-butoxycarbonylaminomethyl-o-(carboxymethoxy)phenylcarbamoylmethyl]-1,3,4,5-tetrahydrobenz[cd]indole-2-carboxylic acid). Isolated yield 64.1%. Reaction SMILES: C1(S([N:10]2[C:18]3[CH:17]=[C:16]([Cl:19])[CH:15]=[C:14]4[CH2:20][CH2:21][CH:22]([CH2:23][C:24](=[O:50])[NH:25][C:26]5[CH:31]=[CH:30][C:29]([CH2:32][NH:33][C:34]([O:36][C:37]([CH3:40])([CH3:39])[CH3:38])=[O:35])=[CH:28][C:27]=5[O:41][CH2:42][C:43]([O:45]C(C)(C)C)=[O:44])[C:12]([C:13]=34)=[C:11]2[C:51]([O:53]C)=[O:52])(=O)=O)C=CC=CC=1.CO.[Li+].[OH-].OS([O-])(=O)=O.[K+]>C1COCC1>[Cl:19][C:16]1[CH:15]=[C:14]2[CH2:20][CH2:21][CH:22]([CH2:23][C:24](=[O:50])[NH:25][C:26]3[CH:31]=[CH:30][C:29]([CH2:32][NH:33][C:34]([O:36][C:37]([CH3:38])([CH3:39])[CH3:40])=[O:35])=[CH:28][C:27]=3[O:41][CH2:42][C:43]([OH:45])=[O:44])[C:12]3=[C:11]([C:51]([OH:53])=[O:52])[NH:10][C:18]([CH:17]=1)=[C:13]23 |f:2.3,4.5|. Procedure: A solution of methyl 1-benzenesulfonyl-7-chloro-3-[p-tert-butoxycarbonylaminomethyl-o-(tert-butoxycarbonylmethoxy)phenylcarbamoylmethyl]-1,3,4,5-tetrahydrobenz[cd]indole-2-carboxylate (410 mg, 0.532 mmol) in a mixture of THF (6 mL ), MeOH (6 mL), and 1N LiOH (6 mL) was stirred for 17 h at room temperature, acidified to pH 2 with 5% KHSO4, and extracted with ethyl acetate. The organic layer was washed successively with water and brine, dried over magnesium sulfate, and concentrated. The residue w... Starting materials: ClCCCl, NC1CC1, O=C(O)c1ccc2nc(Cl)sc2c1. Yields the product O=C(NC1CC1)c1ccc2nc(Cl)sc2c1. As a reaction SMILES: [CH2:18]([Cl:19])[CH2:20][Cl:21].[CH:14]1([NH2:17])[CH2:15][CH2:16]1.[Cl:1][c:2]1[s:3][c:4]2[c:5]([n:6]1)[cH:7][cH:8][c:9]([C:11](=[O:12])[OH:13])[cH:10]2>>[Cl:1][c:2]1[s:3][c:4]2[c:5]([n:6]1)[cH:7][cH:8][c:9]([C:11](=[O:13])[NH:17][CH:14]1[CH2:15][CH2:16]1)[cH:10]2. The reactants are CCCCN1C(=O)C(Cl)=C(c2ccccc2)S1(=O)=O, NC1CCC(O)CC1. Yields the product CCCCN1C(=O)C(NC2CCC(O)CC2)=C(c2ccccc2)S1(=O)=O. As a reaction SMILES: [CH2:1]([CH2:2][CH2:3][CH3:4])[N:5]1[S:6](=[O:18])(=[O:19])[C:7]([c:12]2[cH:13][cH:14][cH:15][cH:16][cH:17]2)=[C:8]([Cl:11])[C:9]1=[O:10].[NH2:20][CH:21]1[CH2:22][CH2:23][CH:24]([OH:27])[CH2:25][CH2:26]1>>[CH2:1]([CH2:2][CH2:3][CH3:4])[N:5]1[S:6](=[O:18])(=[O:19])[C:7]([c:12]2[cH:13][cH:14][cH:15][cH:16][cH:17]2)=[C:8]([NH:20][CH:21]2[CH2:22][CH2:23][CH:24]([OH:27])[CH2:25][CH2:26]2)[C:9]1=[O:10]. Starting materials: COC1=C(N)C=CC(=C1)[N+](=O)[O-] (2-Methoxy-4-nitroaniline), C(C1=CC=CC=C1)OC(=O)Cl (benzylchloroformate), CN(C)C=O (DMF). Solvent: CC(=O)C (acetone). Conditions: time 8 hour. Yields the product COC1=C(C=CC(=C1)[N+](=O)[O-])NC(OCC1=CC=CC=C1)=O (Benzyl N-(2methoxy-4-nitrophenyl)carbamate). As a reaction SMILES: [CH3:1][O:2][C:3]1[CH:9]=[C:8]([N+:10]([O-:12])=[O:11])[CH:7]=[CH:6][C:4]=1[NH2:5].CN(C=O)C.[CH2:18]([O:25][C:26](Cl)=[O:27])[C:19]1[CH:24]=[CH:23][CH:22]=[CH:21][CH:20]=1>CC(C)=O>[CH3:1][O:2][C:3]1[CH:9]=[C:8]([N+:10]([O-:12])=[O:11])[CH:7]=[CH:6][C:4]=1[NH:5][C:26](=[O:27])[O:25][CH2:18][C:19]1[CH:24]=[CH:23][CH:22]=[CH:21][CH:20]=1. Procedure details: 2-Methoxy-4-nitroaniline, 51 g (0.3 mol), was dissolved in 135 ml of acetone containing 12 g of MgO, and 65 ml of commercial benzylchloroformate was slowly added to the stirred mixture. After 4 hours the flask was warmed to redissolve the precipitate and the mixture was stirred overnight. DMF (100 ml) was added, and the mixture was heated to dissolve all of the product before being filtered through celite. After dilution with 250 ml of ethanol the hot solution was further diluted with water unti... RXN SMILES: [CH3:1][CH:2]1[NH:7][CH:6]([CH3:8])[CH2:5][N:4]([C:9]2[CH:14]=[CH:13][C:12]([S:15]([NH2:18])(=[O:17])=[O:16])=[CH:11][CH:10]=2)[CH2:3]1.N1(C2C=CC(S(N)(=O)=O)=CC=2)CCNCC1.FC1C=CC(S(N)(=O)=O)=CC=1.Cl[CH2:47][CH2:48][CH:49]1[C:58]2[C:53](=[CH:54][CH:55]=[CH:56][CH:57]=2)[CH:52](C)[CH2:51][O:50]1.C[C@H]1CNC[C@@H](C)N1>>[C@H:49]1([CH2:48][CH2:47][N:7]2[C@@H:6]([CH3:8])[CH2:5][N:4]([C:9]3[CH:10]=[CH:11][C:12]([S:15]([NH2:18])(=[O:16])=[O:17])=[CH:13][CH:14]=3)[CH2:3][C@H:2]2[CH3:1])[C:58]2[C:53](=[CH:54][CH:55]=[CH:56][CH:57]=2)[CH2:52][CH2:51][O:50]1. Product: [C@H]1(OCCC2=CC=CC=C12)CCN1[C@@H](CN(C[C@@H]1C)C1=CC=C(C=C1)S(=O)(=O)N)C ((S)-(-)-4-[4-[2-(Isochroman-1-yl)ethyl]-cis-3,5-dimethylpiperazin-1-yl]benzenesulfonamide). Reactants: 2-(isochroman-1-yl)ethanol O-methanesulfonate, CC1CN(CC(N1)C)C1=CC=C(C=C1)S(=O)(=O)N (4-(3,5-dimethylpiperazin-1-yl)benzenesulfonamide), N1(CCNCC1)C1=CC=C(C=C1)S(=O)(=O)N (4-(piperazin-1-yl)benzenesulfonamide), FC1=CC=C(C=C1)S(=O)(=O)N (4-fluorobenzenesulfonamide), ClCCC1OCC(C2=CC=CC=C12)C (1-(2-chloroethyl)-4-methyl-isochroman), C[C@@H]1N[C@@H](CNC1)C (cis-2,6-dimethylpiperazine), C[C@@H]1N[C@@H](CNC1)C (cis-2,6-dimethylpiperazine). Procedure details: Following the general procedure of EXAMPLE 49 and making non-critical variations 2-(isochroman-1-yl)ethanol-O-methanesulfonate (LXXX, 0.412 g) and 4-(3,5-dimethylpiperazin-1-yl)benzenesulfonamide [(IV), 0.433 g; prepared from 4-fluorobenzenesulfonamide, III, and cis-2,6-dimethylpiperazine, II (Aldrich), by the method of EXAMPLE 47] gives the title compound; mp 170°-175°(decomp)°; MS (m/z) 429; IR (mineral oil) 1153, 1596, 1325, 1162 and 1096 cm-1. The reactants are Cn1c(=O)cc(-c2cccc(Cl)c2)c2cc(C(O)c3ccc(Cl)s3)ccc21, ClCCl, O=S(Cl)Cl. The product is Cn1c(=O)cc(-c2cccc(Cl)c2)c2cc(C(Cl)c3ccc(Cl)s3)ccc21. RXN SMILES: [Cl:1][c:2]1[cH:3][c:4](-[c:8]2[cH:9][c:10](=[O:27])[n:11]([CH3:26])[c:12]3[cH:13][cH:14][c:15]([CH:18]([OH:19])[c:20]4[s:21][c:22]([Cl:25])[cH:23][cH:24]4)[cH:16][c:17]23)[cH:5][cH:6][cH:7]1.[Cl:32][CH2:33][Cl:34].[S:28]([Cl:29])([Cl:30])=[O:31]>>[Cl:1][c:2]1[cH:3][c:4](-[c:8]2[cH:9][c:10](=[O:27])[n:11]([CH3:26])[c:12]3[cH:13][cH:14][c:15]([CH:18]([c:20]4[s:21][c:22]([Cl:25])[cH:23][cH:24]4)[Cl:30])[cH:16][c:17]23)[cH:5][cH:6][cH:7]1. Reaction SMILES: CO[C:3]1[CH:19]=[CH:18][C:6]([O:7][C:8]2[CH:13]=[CH:12][C:11]([C:14]([F:17])([F:16])[F:15])=[CH:10][N:9]=2)=[CH:5][CH:4]=1.[OH:20]C1C=CC(OC2C=CC(C(F)(F)F)=CN=2)=CC=1>C(O)(=O)C.Br>[OH:20][C:18]1[CH:19]=[CH:3][CH:4]=[CH:5][C:6]=1[O:7][C:8]1[CH:13]=[CH:12][C:11]([C:14]([F:17])([F:16])[F:15])=[CH:10][N:9]=1. Yields the product OC1=C(OC2=NC=C(C=C2)C(F)(F)F)C=CC=C1 (2-hydroxyphenoxy-5-trifluoromethyl pyridine). Starting materials: COC1=CC=C(OC2=NC=C(C=C2)C(F)(F)F)C=C1 (2-p-Methoxyphenoxy-5-trifluoromethylpyridine), OC1=CC=C(OC2=NC=C(C=C2)C(F)(F)F)C=C1 (2-p-hydroxyphenoxy-5-trifluoromethylpyridine). The solvent is C(C)(=O)O (acetic acid), Br (hydrobromic acid). Reported procedure: 2-p-Methoxyphenoxy-5-trifluoromethylpyridine (10.5 g) in glacial acetic acid (100 ml) and 48% hydrobromic acid (50 ml) were stirred and heated under reflux for 71/2 hours. The solution was then evaporated and the remaining oil treated with sodium bicarbonate solution and shaken with ether (2×300 ml). The ether extract was shaken with 2-molar sodium hydroxide solution (200 ml) and then water (150 ml). The aqueous layers were combined, acidified with 2-molar hydrochloric acid and extracted with et... Starting materials: COC(=O)CSC(C)CC(=O)OC(C)(C)C, ClCCl, O=C(O)C(F)(F)F. Yields the product COC(=O)CSC(C)CC(=O)O. As a reaction SMILES: [CH3:1][O:2][C:3]([CH2:4][S:5][CH:6]([CH2:7][C:8](=[O:9])[O:10][C:11]([CH3:12])([CH3:13])[CH3:14])[CH3:15])=[O:16].[Cl:24][CH2:25][Cl:26].[OH:17][C:18]([C:19]([F:20])([F:21])[F:22])=[O:23]>>[CH3:1][O:2][C:3]([CH2:4][S:5][CH:6]([CH2:7][C:8](=[O:9])[OH:10])[CH3:15])=[O:16]. The product is desired product, NC1[C@@H]2N(C(=C(CS2)COC)C(=O)O)C1=O (7-amino-3-methoxymethyl-3-cephem-4-carboxylic acid). Reaction conditions: temperature 10 celsius. The solvent is CO (methanol), O (water). Reactants: C([O-])(O)=O.[Na+] (sodium bicarbonate), C(Cl)(Cl)(Cl)Cl (carbon tetrachloride), CC(=O)OCC1=C(N2[C@@H]([C@@H](C2=O)N)SC1)C(=O)O (7-ACA), [Sb](Cl)(Cl)(Cl)(Cl)Cl (antimony pentachloride). Procedure details: To 10 ml of carbon tetrachloride were added 2.72 g of 7-ACA, 15 g of antimony pentachloride and 1.40 g of methanol. The mixture was cooled at 10° C. for 80 min to advance a reaction. After completion of the reaction, the reaction mixture was cooled to 5° C. To the reaction mixture was added 150 ml of water. Then, the mixture was adjusted to pH 7.7 with sodium bicarbonate at a temperature of from 0° C. to 5° C. The resulting precipitate was filtered off, and then washed with water. The filtrate w... Reaction SMILES: C(Cl)(Cl)(Cl)Cl.C[C:7]([O:9][CH2:10][C:11]1[CH2:20][S:19][C@@H:14]2[C@H:15]([NH2:18])[C:16](=[O:17])[N:13]2[C:12]=1[C:21]([OH:23])=[O:22])=O.[Sb](Cl)(Cl)(Cl)(Cl)Cl.C(=O)(O)[O-].[Na+]>O.CO>[NH2:18][CH:15]1[C:16](=[O:17])[N:13]2[C:12]([C:21]([OH:23])=[O:22])=[C:11]([CH2:10][O:9][CH3:7])[CH2:20][S:19][C@H:14]12 |f:3.4|.